Dataset: the Open Reaction Database (ORD), a public repository of structured organic reaction records. Task: describe an organic reaction: reactants, conditions, products, and yield The reactants are COC(C1=CN=C(C=C1)OCC=1C(=NOC1C)C1=CC=C(C=C1)Cl)=O (6-[3-(4-chloro-phenyl)-5-methyl-isoxazol-4-ylmethoxy]-nicotinic acid methyl ester), NC1CCOCC1 (4-aminotetrahydropyran). Procedure details: As described for example 117, 6-[3-(4-chloro-phenyl)-5-methyl-isoxazol-4-ylmethoxy]-nicotinic acid methyl ester (108 mg, 0.3 mmol) was converted, using 4-aminotetrahydropyran instead of 2,2,2-trifluoroethylamine, to the title compound (99 mg, 77%) which was obtained as a white solid. MS: m/e=428.1 [M+H]+. Isolated yield 77.0%. Reaction SMILES: CO[C:3](=[O:25])[C:4]1[CH:9]=[CH:8][C:7]([O:10][CH2:11][C:12]2[C:13]([C:18]3[CH:23]=[CH:22][C:21]([Cl:24])=[CH:20][CH:19]=3)=[N:14][O:15][C:16]=2[CH3:17])=[N:6][CH:5]=1.[NH2:26][CH:27]1[CH2:32][CH2:31][O:30][CH2:29][CH2:28]1>>[Cl:24][C:21]1[CH:22]=[CH:23][C:18]([C:13]2[C:12]([CH2:11][O:10][C:7]3[CH:8]=[CH:9][C:4]([C:3]([NH:26][CH:27]4[CH2:32][CH2:31][O:30][CH2:29][CH2:28]4)=[O:25])=[CH:5][N:6]=3)=[C:16]([CH3:17])[O:15][N:14]=2)=[CH:19][CH:20]=1. Yields the product ClC1=CC=C(C=C1)C1=NOC(=C1COC1=NC=C(C(=O)NC2CCOCC2)C=C1)C (6-[3-(4-Chloro-phenyl)-5-methyl-isoxazol-4-ylmethoxy]-N-(tetrahydro-pyran-4-yl)-nicotinamide). The reactants are C27H29N7O3, C(C)(=O)OCC.C(C)O.N (ethyl acetate ethanol ammonia), C1(=CC=CC=C1)N(C(=O)C=1C=C2C(=NC1)N(C(=N2)CNC2=CC=C(C=C2)C#N)C)CCC(=O)OC (3-methyl-2-[N-(4-cyanophenyl)aminomethyl]imidazo[4,5-b]pyridin-6-yl-carboxylic acid-N-phenyl-N-(2-methoxycarbonylethyl)amide), Cl (hydrochloric acid), C([O-])([O-])=O.[NH4+].[NH4+] (ammonium carbonate). Run in C(C)O (ethanol). Yields the product Cl.C1(=CC=CC=C1)N(C(=O)C=1C=C2C(=NC1)N(C(=N2)CNC2=CC=C(C=C2)C(N)=N)C)CCC(=O)OCC (3-Methyl-2-[N-(4-amidinophenyl)aminomethyl]imidazo[4,5-b]pyridin-6-yl-carboxylic acid-N-phenyl-N-(2-ethoxycarbonylethyl)amide hydrochloride). Yield: 82.0%. RXN SMILES: [C:1]1([N:7]([CH2:30]CC(OC)=O)[C:8]([C:10]2[CH:11]=[C:12]3[N:18]=[C:17]([CH2:19][NH:20][C:21]4[CH:26]=[CH:25][C:24]([C:27]#[N:28])=[CH:23][CH:22]=4)[N:16]([CH3:29])[C:13]3=[N:14][CH:15]=2)=[O:9])[CH:6]=[CH:5][CH:4]=[CH:3][CH:2]=1.[ClH:36].C(=O)([O-])[O-].[NH4+:41].[NH4+].[C:43]([O:46][CH2:47][CH3:48])(=[O:45])[CH3:44].C(O)C.N>C(O)C>[ClH:36].[C:1]1([N:7]([CH2:30][CH2:44][C:43]([O:46][CH2:47][CH3:48])=[O:45])[C:8]([C:10]2[CH:11]=[C:12]3[N:18]=[C:17]([CH2:19][NH:20][C:21]4[CH:22]=[CH:23][C:24]([C:27](=[NH:28])[NH2:41])=[CH:25][CH:26]=4)[N:16]([CH3:29])[C:13]3=[N:14][CH:15]=2)=[O:9])[CH:2]=[CH:3][CH:4]=[CH:5][CH:6]=1 |f:2.3.4,5.6.7,9.10|. Procedure details: Prepared analogously to Example 1 from 3-methyl-2-[N-(4-cyanophenyl)aminomethyl]imidazo[4,5-b]pyridin-6-yl-carboxylic acid-N-phenyl-N-(2-methoxycarbonylethyl)amide, ethanolic hydrochloric acid, ethanol, and ammonium carbonate. Yield: 82% of theory, C27H29N7O3 (499.58); Rf value: 0.20 (silica gel; ethyl acetate/ethanol/ammonia=50:45:5); EKA mass spectrum: (M+H)+=500; (M+H+Na)++=261.7. Reactants: FC=1C=C(C=CC1OC)CC(=O)O (3-fluoro-4-methoxyphenylacetic acid), FC1=C(C=CC=C1)OC (2-fluoroanisole). Product: FC1=C(C=CC(=C1)OC)CC(=O)O (2-Fluoro-4-methoxyphenylacetic acid), FC1=C(C=CC(=C1)O)CC(=O)O (2-fluoro-4-hydroxyphenylacetic acid), ester. RXN SMILES: F[C:2]1[CH:3]=[C:4]([CH2:10][C:11]([OH:13])=[O:12])[CH:5]=[CH:6][C:7]=1[O:8][CH3:9].[F:14]C1C=CC=CC=1OC>>[F:14][C:5]1[CH:6]=[C:7]([O:8][CH3:9])[CH:2]=[CH:3][C:4]=1[CH2:10][C:11]([OH:13])=[O:12].[F:14][C:5]1[CH:6]=[C:7]([OH:8])[CH:2]=[CH:3][C:4]=1[CH2:10][C:11]([OH:13])=[O:12]. Procedure details: The synthesis of 3-fluoro-4-methoxyphenylacetic acid 15 starting from 2-fluoroanisole has been described by M. Kucha{hacek over (r)} et al. (Collect. Czech. Chem. Commun. 1990, 55, 296-306). 2-Fluoro-4-methoxyphenylacetic acid 16 is obtained from 2-fluoro-4-hydroxyphenylacetic acid [S.-I. Sugita, S. Toda, T. Yoshiyasu, T. Teraji, Mol. Cryst. Liq. Cryst. 1993, 237, 399-406; E. J. Corey, J. P. Dittami, J. Am. Chem. Soc. 1985, 107, 256-257; H. H. Wassermann, J. Wang, J. Org. Chem. 1998, 63, 5581-55... Reactants: NC([C@@H](COC)NC(OC(C)(C)C)=O)=O ((R)-tert-butyl 1-amino-3-methoxy-1-oxopropan-2-ylcarbamate), Cl (HCl). Run in O1CCOCC1 (dioxane). The product is Cl.N[C@@H](C(=O)N)COC ((R)-2-amino-3-methoxypropanamide hydrochloride). As a reaction SMILES: [NH2:1][C:2](=[O:15])[C@H:3]([NH:7]C(=O)OC(C)(C)C)[CH2:4][O:5][CH3:6].[ClH:16]>O1CCOCC1>[ClH:16].[NH2:7][C@H:3]([CH2:4][O:5][CH3:6])[C:2]([NH2:1])=[O:15] |f:3.4|. Reported procedure: A solution of (R)-tert-butyl 1-amino-3-methoxy-1-oxopropan-2-ylcarbamate (342 mg, 1.57 mmol) in 4N HCl in dioxane (5 mL) was stirred at room temperature for 18 h. It was then concentrated in vacuo to give (R)-2-amino-3-methoxypropanamide hydrochloride (260 mg). Starting materials: C(C)(=O)[O-].[Li+] (lithium acetate), C([O-])(O)=O.[Na+] (sodium bicarbonate), COC1=CC=C(C=CC(=O)O)C=C1 (4-methoxycinnamic acid), IN1C(CCC1=O)=O (N-iodosuccinimide). The solvent is O (water), C(C)#N (acetonitrile). The product is IC=CC1=CC=C(C=C1)OC (1-(2-iodovinyl)-4-methoxybenzene). Isolated yield 73.1%. As a reaction SMILES: C([O-])(=O)C.[Li+].[CH3:6][O:7][C:8]1[CH:18]=[CH:17][C:11]([CH:12]=[CH:13]C(O)=O)=[CH:10][CH:9]=1.[I:19]N1C(=O)CCC1=O.C(=O)(O)[O-].[Na+]>O.C(#N)C>[I:19][CH:13]=[CH:12][C:11]1[CH:17]=[CH:18][C:8]([O:7][CH3:6])=[CH:9][CH:10]=1 |f:0.1,4.5|. Procedure details: By referring to the synthetic method of J. Org. Chem., 1997, 62, 199, to a solution of lithium acetate (280 mg) in water (3 ml) was added acetonitrile (90 ml), the solution was stirred at room temperature, then 4-methoxycinnamic acid (7.5 g), N-iodosuccinimide (10 g) were sequentially added thereto, the solution was stirred for 2 hours at room temperature, and then neutralized with a saturated aqueous solution of sodium bicarbonate. The solution was extracted with ethyl acetate, then sequentiall... The reactants are BrC=1C=CC2=C(N(C[C@H](C=3N2C(=NN3)C)C)C3=CC=C(C=C3)Cl)C1 ((R)-8-bromo-6-(4-chlorophenyl)-1,4-dimethyl-5,6-dihydro-4H-benzo[b][1,2,4]triazolo[4,3-d][1,4]diazepine), CC1(OB(OC1(C)C)C=1C=CC(NC1)=O)C (5-(4,4,5,5-tetramethyl-1,3,2-dioxaborolan-2-yl)pyridin-2(1H)-one), C([O-])([O-])=O.[Cs+].[Cs+] (cesium carbonate), C1(=CC=CC=C1)C (toluene). Reagents/catalysts: O (water), C=1C=CC(=CC1)[P](C=2C=CC=CC2)(C=3C=CC=CC3)[Pd]([P](C=4C=CC=CC4)(C=5C=CC=CC5)C=6C=CC=CC6)([P](C=7C=CC=CC7)(C=8C=CC=CC8)C=9C=CC=CC9)[P](C=1C=CC=CC1)(C=1C=CC=CC1)C=1C=CC=CC1 (tetrakis(triphenylphosphine)palladium(0)). Solvent: C(C)O (ethanol), O (water). Run at temperature 100 celsius, time 16 hour. Product: ClC1=CC=C(C=C1)N1C2=C(N3C([C@@H](C1)C)=NN=C3C)C=CC(=C2)C=2C=CC(NC2)=O ((R)-5-(6-(4-chlorophenyl)-1,4-dimethyl-5,6-dihydro-4H-benzo[b][1,2,4]triazolo[4,3-d][1,4]diazepin-8-yl)pyridin-2(1H)-one). The yield is 47.9%. As a reaction SMILES: Br[C:2]1[CH:3]=[CH:4][C:5]2[N:11]3[C:12]([CH3:15])=[N:13][N:14]=[C:10]3[C@H:9]([CH3:16])[CH2:8][N:7]([C:17]3[CH:22]=[CH:21][C:20]([Cl:23])=[CH:19][CH:18]=3)[C:6]=2[CH:24]=1.CC1(C)C(C)(C)OB([C:33]2[CH:34]=[CH:35][C:36](=[O:39])[NH:37][CH:38]=2)O1.C(=O)([O-])[O-].[Cs+].[Cs+].C1(C)C=CC=CC=1>O.C1C=CC([P]([Pd]([P](C2C=CC=CC=2)(C2C=CC=CC=2)C2C=CC=CC=2)([P](C2C=CC=CC=2)(C2C=CC=CC=2)C2C=CC=CC=2)[P](C2C=CC=CC=2)(C2C=CC=CC=2)C2C=CC=CC=2)(C2C=CC=CC=2)C2C=CC=CC=2)=CC=1.C(O)C>[Cl:23][C:20]1[CH:19]=[CH:18][C:17]([N:7]2[CH2:8][C@@H:9]([CH3:16])[C:10]3=[N:14][N:13]=[C:12]([CH3:15])[N:11]3[C:5]3[CH:4]=[CH:3][C:2]([C:33]4[CH:34]=[CH:35][C:36](=[O:39])[NH:37][CH:38]=4)=[CH:24][C:6]2=3)=[CH:22][CH:21]=1 |f:2.3.4,^1:58,60,79,98|. Procedure: A mixture of (R)-8-bromo-6-(4-chlorophenyl)-1,4-dimethyl-5,6-dihydro-4H-benzo[b][1,2,4]triazolo[4,3-d][1,4]diazepine (40.2 mg, 0.1 mmol), 5-(4,4,5,5-tetramethyl-1,3,2-dioxaborolan-2-yl)pyridin-2(1H)-one (44.2 mg, 0.2 mmol), tetrakis(triphenylphosphine)palladium(0) (12 mg, 0.01 mmol), cesium carbonate (98 mg, 0.3 mmol), toluene (2 mL), ethanol (1 mL) and water (3 drops) was stirred at 100° C. for 16 hours. The mixture was diluted with water (10 mL) and extracted with ethyl acetate (3*20 mL). The ... The reactants are P(Br)(Br)Br (phosphorus tribromide), C(O)([O-])=O.[Na+] (sodium hydrogen carbonate), FC1=C(C=C(C=C1)OC)C1=C(C=C(C=N1)CO)CC(C)(C)C ((6-(2-fluoro-5-methoxyphenyl)-5-neopentylpyridin-3-yl)methanol). Solvent: CN(C)C=O (DMF). Run at temperature 0 celsius, time 5 minute. The product is crude product, BrCC=1C=C(C(=NC1)C1=C(C=CC(=C1)OC)F)CC(C)(C)C (5-(bromomethyl)-2-(2-fluoro-5-methoxyphenyl)-3-neopentylpyridine). RXN SMILES: P(Br)(Br)[Br:2].[F:5][C:6]1[CH:11]=[CH:10][C:9]([O:12][CH3:13])=[CH:8][C:7]=1[C:14]1[N:19]=[CH:18][C:17]([CH2:20]O)=[CH:16][C:15]=1[CH2:22][C:23]([CH3:26])([CH3:25])[CH3:24].C(=O)([O-])O.[Na+]>CN(C=O)C>[Br:2][CH2:20][C:17]1[CH:16]=[C:15]([CH2:22][C:23]([CH3:26])([CH3:25])[CH3:24])[C:14]([C:7]2[CH:8]=[C:9]([O:12][CH3:13])[CH:10]=[CH:11][C:6]=2[F:5])=[N:19][CH:18]=1 |f:2.3|. Procedure details: Under a nitrogen atmosphere, phosphorus tribromide (37 μL) was added to DMF (1.0 mL) at 0° C. and the mixture was stirred at 0° C. for 5 min. To the obtained white suspension was added (6-(2-fluoro-5-methoxyphenyl)-5-neopentylpyridin-3-yl)methanol (100 mg), and the mixture was stirred at room temperature for 30 min. A saturated aqueous sodium hydrogen carbonate solution was added to the reaction solution at 0° C., and the mixture was extracted with ethyl acetate. The extract was washed with wate...